Task: describe an organic reaction: reactants, conditions, products, and yield. Dataset: the Open Reaction Database (ORD), a public repository of structured organic reaction records The reactants are CN(C1=CC=C(C=O)C=C1)C (4-(dimethylamino)benzaldehyde), [Cl-].N[N+]1=C(N(C=C1)N)C1=CC=C(C=C1)OC (1,3-diamino-2-(4-methoxyphenyl) imidazolium chloride). Solvent: C(C)(=O)O (acetic acid). Conditions: time 48 hour. Yields the product [Cl-].CN(C1=CC=C(C=N[N+]2=C(N(C=C2)N=CC2=CC=C(C=C2)N(C)C)C2=CC=C(C=C2)OC)C=C1)C (1,3-bis[[p-(dimethylamino)benzylidene]amino]-2-(p-methoxyphenyl)imidazolium chloride). Reaction SMILES: [CH3:1][N:2]([CH3:11])[C:3]1[CH:10]=[CH:9][C:6]([CH:7]=O)=[CH:5][CH:4]=1.[Cl-:12].[NH2:13][N+:14]1[CH:18]=[CH:17][N:16]([NH2:19])[C:15]=1[C:20]1[CH:25]=[CH:24][C:23]([O:26][CH3:27])=[CH:22][CH:21]=1>C(O)(=O)C>[Cl-:12].[CH3:1][N:2]([CH3:11])[C:3]1[CH:10]=[CH:9][C:6]([CH:7]=[N:19][N+:16]2[CH:17]=[CH:18][N:14]([N:13]=[CH:7][C:6]3[CH:9]=[CH:10][C:3]([N:2]([CH3:11])[CH3:1])=[CH:4][CH:5]=3)[C:15]=2[C:20]2[CH:25]=[CH:24][C:23]([O:26][CH3:27])=[CH:22][CH:21]=2)=[CH:5][CH:4]=1 |f:1.2,4.5|. Reported procedure: 131 mg of 4-(dimethylamino)benzaldehyde are added to a solution of 90 mg of 1,3-diamino-2-(4-methoxyphenyl) imidazolium chloride in 2 ml of glacial acetic acid. After stirring at room temperature for 48 hours, the dark yellow solution is evaporated. The residue is placed on a column loaded with 8 g of silica gel, whereupon the product is eluted with dichloromethane/ethanol (9:1) and recrystallized from ethanol/ether. There is obtained 1,3-bis[[p-(dimethylamino)benzylidene]amino]-2-(p-methoxyphen... Reactants: O=S(Cl)Cl, O=C(O)CC1c2ccccc2CCc2ccccc21, c1ccccc1. The product is [Cl-], O=C(O)CC1c2ccccc2CCc2ccccc21. Reaction SMILES: [S:20]([Cl:21])([Cl:22])=[O:23].[cH:1]1[cH:2][cH:3][cH:4][c:5]2[c:11]1[CH2:10][CH2:9][c:8]1[c:7]([cH:15][cH:14][cH:13][cH:12]1)[CH:6]2[CH2:16][C:17](=[O:18])[OH:19].[cH:24]1[cH:25][cH:26][cH:27][cH:28][cH:29]1>>[Cl-:22].[cH:1]1[cH:2][cH:3][cH:4][c:5]2[c:11]1[CH2:10][CH2:9][c:8]1[c:7]([cH:15][cH:14][cH:13][cH:12]1)[CH:6]2[CH2:16][C:17](=[O:18])[OH:19]. Reactants: O=C(NCCC1CCC1)c1ccc(N2CCNCC2)nn1, O=C(Cl)c1cc(Cl)ccc1C(F)(F)F. Product: O=C(NCCC1CCC1)c1ccc(N2CCN(C(=O)c3cc(Cl)ccc3C(F)(F)F)CC2)nn1. As a reaction SMILES: [CH:15]1([CH2:19][CH2:20][NH:21][C:22](=[O:23])[c:24]2[n:25][n:26][c:27]([N:30]3[CH2:31][CH2:32][NH:33][CH2:34][CH2:35]3)[cH:28][cH:29]2)[CH2:16][CH2:17][CH2:18]1.[Cl:1][c:2]1[cH:3][cH:4][c:5]([C:11]([F:12])([F:13])[F:14])[c:6]([C:7](=[O:8])[Cl:9])[cH:10]1>>[Cl:1][c:2]1[cH:3][cH:4][c:5]([C:11]([F:12])([F:13])[F:14])[c:6]([C:7](=[O:8])[N:33]2[CH2:32][CH2:31][N:30]([c:27]3[n:26][n:25][c:24]([C:22]([NH:21][CH2:20][CH2:19][CH:15]4[CH2:16][CH2:17][CH2:18]4)=[O:23])[cH:29][cH:28]3)[CH2:35][CH2:34]2)[cH:10]1.